Task: describe an organic reaction: reactants, conditions, products, and yield. Dataset: the Open Reaction Database (ORD), a public repository of structured organic reaction records Starting materials: BrB(Br)Br, ClCCl, COC(=O)C(=O)Nc1cccc(OC)c1, O. Product: COC(=O)C(=O)Nc1cccc(O)c1. RXN SMILES: [B:1]([Br:2])([Br:3])[Br:4].[CH2:21]([Cl:22])[Cl:23].[CH3:5][O:6][c:7]1[cH:8][c:9]([NH:13][C:14]([C:15](=[O:16])[O:17][CH3:18])=[O:19])[cH:10][cH:11][cH:12]1.[OH2:20]>>[OH:6][c:7]1[cH:8][c:9]([NH:13][C:14]([C:15](=[O:16])[O:17][CH3:18])=[O:19])[cH:10][cH:11][cH:12]1. The reactants are C1(=CC=CC=C1)B(O)O (phenylboronic acid), C([O-])([O-])=O.[Na+].[Na+] (sodium carbonate), [Cl-].[Li+] (lithium chloride), [N+](=O)([O-])C=1C=C2C(=CNC2=CC1)CCN1C(C2=CC=CC=C2C1=O)=O (2-[2-(5-Nitro-1H-indol-3-yl)-ethyl]-isoindole-1,3-dione), pyridine hydrobromide perbromide. The reagents and catalysts are C1(=CC=CC=C1)P(C1=CC=CC=C1)C1=CC=CC=C1.C1(=CC=CC=C1)P(C1=CC=CC=C1)C1=CC=CC=C1.C1(=CC=CC=C1)P(C1=CC=CC=C1)C1=CC=CC=C1.C1(=CC=CC=C1)P(C1=CC=CC=C1)C1=CC=CC=C1.[Pd] (palladium tetrakis(triphenylphosphine)). The solvent is C1CCOC1.C(Cl)(Cl)Cl (THF chloroform). Product: [N+](=O)([O-])C=1C=C2C(=C(NC2=CC1)C1=CC=CC=C1)CCN1C(C2=CC=CC=C2C1=O)=O (2-[2-(5-nitro-2-phenyl-1H-indol-3-yl)-ethyl]-isoindole-1,3-dione). Reaction SMILES: [N+:1]([C:4]1[CH:5]=[C:6]2[C:10](=[CH:11][CH:12]=1)[NH:9][CH:8]=[C:7]2[CH2:13][CH2:14][N:15]1[C:23](=[O:24])[C:22]2[C:17](=[CH:18][CH:19]=[CH:20][CH:21]=2)[C:16]1=[O:25])([O-:3])=[O:2].C1C=C[NH+]=CC=1.Br[Br-]Br.[C:35]1(B(O)O)[CH:40]=[CH:39][CH:38]=[CH:37][CH:36]=1.C(=O)([O-])[O-].[Na+].[Na+].[Cl-].[Li+]>C1COCC1.C(Cl)(Cl)Cl.C1(P(C2C=CC=CC=2)C2C=CC=CC=2)C=CC=CC=1.C1(P(C2C=CC=CC=2)C2C=CC=CC=2)C=CC=CC=1.C1(P(C2C=CC=CC=2)C2C=CC=CC=2)C=CC=CC=1.C1(P(C2C=CC=CC=2)C2C=CC=CC=2)C=CC=CC=1.[Pd]>[N+:1]([C:4]1[CH:5]=[C:6]2[C:10](=[CH:11][CH:12]=1)[NH:9][C:8]([C:35]1[CH:40]=[CH:39][CH:38]=[CH:37][CH:36]=1)=[C:7]2[CH2:13][CH2:14][N:15]1[C:16](=[O:25])[C:17]2[C:22](=[CH:21][CH:20]=[CH:19][CH:18]=2)[C:23]1=[O:24])([O-:3])=[O:2] |f:1.2,4.5.6,7.8,9.10,11.12.13.14.15|. Procedure details: 2-[2-(5-Nitro-1H-indol-3-yl)-ethyl]-isoindole-1,3-dione (1 mmol) is dissolved in THF/chloroform (1:1) and treated with pyridine hydrobromide perbromide at 0° C. for 90 min, then eluted from a silica column with chloroform-methanol. The product is dissolved in toluene-ethanol (1:1) and treated with phenylboronic acid (1.5 equiv), sodium carbonate (2.5 equiv), lithium chloride (3 equiv), and palladium tetrakis(triphenylphosphine) (5 mol %). The mixture is refluxed 4 h, concentrated in vacuo, and t...